From a dataset of the Open Reaction Database (ORD), a public repository of structured organic reaction records. describe an organic reaction: reactants, conditions, products, and yield Starting materials: C(C=C)(=O)N1CCNCC(C1)N1C(=NC2=C1C(=CC=C2)Cl)NC(C2=CC(=NC=C2)C)=O (N-(1-(1-acryloyl-1,4-diazepan-6-yl)-7-chloro-1H-benzo[d]imidazol-2-yl)-2-methylisonicotinamide), N,N-dimethylaminopyridine, C(C)(C)N(C(C)C)CC (N,N-diisopropylethylamine), C(C)(=O)OC(C)=O (acetic anhydride). Solvent: C(Cl)Cl (CH2Cl2). Conditions: time 5 minute. Yields the product C(C)(=O)N1CCN(CC(C1)N1C(=NC2=C1C(=CC=C2)Cl)NC(C2=CC(=NC=C2)C)=O)C(C=C)=O (N-(1-(1-acetyl-4-acryloyl-1,4-diazepan-6-yl)-7-chloro-1H-benzo[d]imidazol-2-yl)-2-methylisonicotinamide). RXN SMILES: [C:1]([N:5]1[CH2:11][CH:10]([N:12]2[C:16]3[C:17]([Cl:21])=[CH:18][CH:19]=[CH:20][C:15]=3[N:14]=[C:13]2[NH:22][C:23](=[O:31])[C:24]2[CH:29]=[CH:28][N:27]=[C:26]([CH3:30])[CH:25]=2)[CH2:9][NH:8][CH2:7][CH2:6]1)(=[O:4])[CH:2]=[CH2:3].C(N(CC)C(C)C)(C)C.[C:41](OC(=O)C)(=[O:43])[CH3:42]>C(Cl)Cl>[C:41]([N:8]1[CH2:9][CH:10]([N:12]2[C:16]3[C:17]([Cl:21])=[CH:18][CH:19]=[CH:20][C:15]=3[N:14]=[C:13]2[NH:22][C:23](=[O:31])[C:24]2[CH:29]=[CH:28][N:27]=[C:26]([CH3:30])[CH:25]=2)[CH2:11][N:5]([C:1](=[O:4])[CH:2]=[CH2:3])[CH2:6][CH2:7]1)(=[O:43])[CH3:42]. Procedure: A solution of Example 13 (30 mg, 0.068 mmol), N,N-dimethylaminopyridine (17 mg, 0.137 mmol), and N,N-diisopropylethylamine (0.024 mL, 0.137 mmol) in CH2Cl2 (0.75 mL) was treated at room temperature with acetic anhydride (0.01 mL, 0.103 mmol) and stirred for 5 min. The reaction was then added directly to a RediSep dry loader cartridge and purified by column chromatography (9:1:0.175 M CH2Cl2/MeOH/NH3 in CH2Cl2, 0-50%) to afford the title compound (Example 14). 1H NMR (400 MHz, MeOD) δ 8.53-8.41 (... Reactants: ClC=1C(=NC(=NC1)NC1=CC(=NN1C)C1CC1)NC1CC2C(CN(C2)C(=O)OC(C)(C)C)C1 (tert-butyl 5-((5-chloro-2-((3-cyclopropyl-1-methyl-1H-pyrazol-5-yl)amino)pyrimidin-4-yl)amino)hexahydrocyclopenta[c]pyrrole-2(1H)-carboxylate), Cl (HCl), CCOC(=O)C (EtOAc). The solvent is C(Cl)Cl (DCM). Reaction conditions: time 1 hour. The product is ClC=1C(=NC(=NC1)NC1=CC(=NN1C)C1CC1)NC1CC2C(CNC2)C1 (5-chloro-N2-(3-cyclopropyl-1-methyl-1H-pyrazol-5-yl)-N4-(octahydrocyclopenta[c]pyrrol-5-yl)pyrimidine-2,4-diamine). Yield: 49.1%. RXN SMILES: [Cl:1][C:2]1[C:3]([NH:18][CH:19]2[CH2:33][CH:22]3[CH2:23][N:24](C(OC(C)(C)C)=O)[CH2:25][CH:21]3[CH2:20]2)=[N:4][C:5]([NH:8][C:9]2[N:13]([CH3:14])[N:12]=[C:11]([CH:15]3[CH2:17][CH2:16]3)[CH:10]=2)=[N:6][CH:7]=1.Cl.CCOC(C)=O>C(Cl)Cl>[Cl:1][C:2]1[C:3]([NH:18][CH:19]2[CH2:33][CH:22]3[CH2:23][NH:24][CH2:25][CH:21]3[CH2:20]2)=[N:4][C:5]([NH:8][C:9]2[N:13]([CH3:14])[N:12]=[C:11]([CH:15]3[CH2:17][CH2:16]3)[CH:10]=2)=[N:6][CH:7]=1. Procedure: To a solution of tert-butyl 5-((5-chloro-2-((3-cyclopropyl-1-methyl-1H-pyrazol-5-yl)amino)pyrimidin-4-yl)amino)hexahydrocyclopenta[c]pyrrole-2(1H)-carboxylate (751.2 mg, 1.58 mmol) in DCM (15 mL) was added a solution of HCl in EtOAc (15 mL, 60 mmol). The reaction mixture was stirred at rt for 1 h and concentrated in vacuo. The residue was dissolved in water (30 mL) and adjusted to pH=10 with a saturated Na2CO3 aqueous solution, then extracted with DCM (100 mL×3). The combined organic phases were... Reactants: [Al+3], COC(=O)C1(CCN(C)C)c2ccccc2N(C)c2cc(Cl)ccc21, [H-], [H-], [H-], [H-], [Li+], C1CCOC1, O. The product is CN(C)CCC1(CO)c2ccccc2N(C)c2cc(Cl)ccc21. Reaction SMILES: [Al+3:2].[Cl:7][c:8]1[cH:9][cH:10][c:11]2[c:20]([cH:21]1)[N:19]([CH3:22])[c:18]1[c:13]([cH:14][cH:15][cH:16][cH:17]1)[C:12]2([CH2:23][CH2:24][N:25]([CH3:26])[CH3:27])[C:28](=[O:29])[O:30][CH3:31].[H-:1].[H-:4].[H-:5].[H-:6].[Li+:3].[O:32]1[CH2:33][CH2:34][CH2:35][CH2:36]1.[OH2:37]>>[Cl:7][c:8]1[cH:9][cH:10][c:11]2[c:20]([cH:21]1)[N:19]([CH3:22])[c:18]1[c:13]([cH:14][cH:15][cH:16][cH:17]1)[C:12]2([CH2:23][CH2:24][N:25]([CH3:26])[CH3:27])[CH2:28][OH:29]. The reactants are C(C)C1=C(C=O)C(=CC=C1OC)CC (2,6-diethyl-3-methoxy-benzaldehyde), B(Br)(Br)Br (boron tribromide). Yields the product C(C)C1=C(C=O)C(=CC=C1O)CC (2,6-Diethyl-3-hydroxy-benzaldehyde). As a reaction SMILES: [CH2:1]([C:3]1[C:10]([O:11]C)=[CH:9][CH:8]=[C:7]([CH2:13][CH3:14])[C:4]=1[CH:5]=[O:6])[CH3:2].B(Br)(Br)Br>>[CH2:1]([C:3]1[C:10]([OH:11])=[CH:9][CH:8]=[C:7]([CH2:13][CH3:14])[C:4]=1[CH:5]=[O:6])[CH3:2]. Procedure details: 2,6-Diethyl-3-hydroxy-benzaldehyde was prepared from 2,6-diethyl-3-methoxy-benzaldehyde and boron tribromide in analogy to Example 213a): brown crystals; MS (ISP): 177.4 ([M-H]−, 100%). The reactants are alkyl acetoacetate, C=C1CC(=O)O1 (diketene), CC(C)(C=C)O (2-methyl-3-buten-2-ol), CC(C)[O-].CC(C)[O-].CC(C)[O-].[Al+3] (aluminum triisopropylate). The product is CC(C)=CCCC(C)=O (2-methyl-2-hepten-6-one), II. Isolated yield 83.0%. As a reaction SMILES: [CH2:1]=[C:2]1[O:6][C:4](=O)[CH2:3]1.[CH3:7][C:8](O)([CH:10]=C)[CH3:9].CC([O-])C.CC([O-])C.CC([O-])C.[Al+3]>>[CH3:9][C:8](=[CH:7][CH2:4][CH2:3][C:2](=[O:6])[CH3:1])[CH3:10] |f:2.3.4.5|. Procedure: Apart from the improvements according to the present invention, this process has been disclosed by Teisseire et al. "Recherches," June 1956, page 31. The yield is only about 56%, which is entirely inadequate for industrial syntheses. If, instead of an alkyl acetoacetate, diketene is reacted with 2-methyl-3-buten-2-ol in the presence of aluminum triisopropylate, 2-methyl-2-hepten-6-one is obtained in a yield of 83% (cf. "Advances in Organic Chemistry," Volume II, 1960, page 246). It is to be dedu... Reactants: C12(CC3CC(CC(C1)C3)C2)C2=C(C=C3C=CC(=CC3=C2)B(O)O)OCC2=CC=CC=C2 (7-(1-adamantyl)-6-benzyloxy-2-naphthylboronic acid), BrC1=CC=C(C(=O)OC)C=C1 (methyl 4-bromobenzoate). Product: C12(CC3CC(CC(C1)C3)C2)C2=C(C=C3C=CC(=CC3=C2)C2=CC=C(C(=O)OC)C=C2)OCC2=CC=CC=C2 (Methyl 4-[7-(1-adamantyl)-6-benzyloxy-2-naphthyl]benzoate). Yield: 72.3%. RXN SMILES: [C:1]12([C:11]3[CH:20]=[C:19]4[C:14]([CH:15]=[CH:16][C:17](B(O)O)=[CH:18]4)=[CH:13][C:12]=3[O:24][CH2:25][C:26]3[CH:31]=[CH:30][CH:29]=[CH:28][CH:27]=3)[CH2:10][CH:5]3[CH2:6][CH:7]([CH2:9][CH:3]([CH2:4]3)[CH2:2]1)[CH2:8]2.Br[C:33]1[CH:42]=[CH:41][C:36]([C:37]([O:39][CH3:40])=[O:38])=[CH:35][CH:34]=1>>[C:1]12([C:11]3[CH:20]=[C:19]4[C:14]([CH:15]=[CH:16][C:17]([C:33]5[CH:42]=[CH:41][C:36]([C:37]([O:39][CH3:40])=[O:38])=[CH:35][CH:34]=5)=[CH:18]4)=[CH:13][C:12]=3[O:24][CH2:25][C:26]3[CH:31]=[CH:30][CH:29]=[CH:28][CH:27]=3)[CH2:10][CH:5]3[CH2:6][CH:7]([CH2:9][CH:3]([CH2:4]3)[CH2:2]1)[CH2:8]2. Procedure: Following the procedure of Example 1(c), but reacting 2.8 g (6.7 mmol) of 7-(1-adamantyl)-6-benzyloxy-2-naphthylboronic acid with 950 mg (4.4 mmol) of methyl 4-bromobenzoate, 1.6 g (72%) of the expected compound were obtained.